This data is from the Open Reaction Database (ORD), a public repository of structured organic reaction records. The task is: describe an organic reaction: reactants, conditions, products, and yield Reactants: FC1=CC=C(CN)C=C1 (4-fluorobenzylamine), COC(C1=CC=C(C=C1)C=1N=C(C2=C(N1)SC(=C2Cl)C)Cl)=O (4-(4-chloro-5-chloro-6-methyl-thieno-[2,3-d]-pyrimidin-2-yl)-benzoic acid methylester). Product: COC(C1=CC=C(C=C1)C=1N=C(C2=C(N1)SC(=C2Cl)C)NCC2=CC=C(C=C2)F)=O (4-[4-(4-fluorobenzylamino)-5-chloro-6-methyl-thieno-[2,3-d]-pyrimidin-2-yl]-benzoic acid methylester). As a reaction SMILES: [F:1][C:2]1[CH:9]=[CH:8][C:5]([CH2:6][NH2:7])=[CH:4][CH:3]=1.[CH3:10][O:11][C:12](=[O:31])[C:13]1[CH:18]=[CH:17][C:16]([C:19]2[N:20]=[C:21](Cl)[C:22]3[C:27]([Cl:28])=[C:26]([CH3:29])[S:25][C:23]=3[N:24]=2)=[CH:15][CH:14]=1>>[CH3:10][O:11][C:12](=[O:31])[C:13]1[CH:18]=[CH:17][C:16]([C:19]2[N:20]=[C:21]([NH:7][CH2:6][C:5]3[CH:8]=[CH:9][C:2]([F:1])=[CH:3][CH:4]=3)[C:22]3[C:27]([Cl:28])=[C:26]([CH3:29])[S:25][C:23]=3[N:24]=2)=[CH:15][CH:14]=1. Procedure details: The reaction procedure as above wherein 4-fluorobenzylamine is reacted with 4-(4-chloro-5-chloro-6-methyl-thieno-[2,3-d]-pyrimidin-2-yl)-benzoic acid methylester yields 4-[4-(4-fluorobenzylamino)-5-chloro-6-methyl-thieno-[2,3-d]-pyrimidin-2-yl]-benzoic acid methylester. Reactants: C(C)(C)(C)OC(=O)N1CCN(CC1)C1=NC=C(N=C1)C(N)=O (5′-Carbamoyl-2,3,5,6-tetrahydro-[1,2′]bipyrazinyl-4-carboxylic acid tert-butyl ester), Cl (HCl). Run in O1CCOCC1 (dioxane). Product: Cl.N1(CCNCC1)C1=NC=C(N=C1)C(=O)N (3,4,5,6-Tetrahydro-2H-[1,2′]bipyrazinyl-5′-carboxylic acid amide hydrochloride). As a reaction SMILES: C(OC([N:8]1[CH2:13][CH2:12][N:11]([C:14]2[CH:19]=[N:18][C:17]([C:20](=[O:22])[NH2:21])=[CH:16][N:15]=2)[CH2:10][CH2:9]1)=O)(C)(C)C.[ClH:23]>O1CCOCC1>[ClH:23].[N:11]1([C:14]2[CH:19]=[N:18][C:17]([C:20]([NH2:21])=[O:22])=[CH:16][N:15]=2)[CH2:12][CH2:13][NH:8][CH2:9][CH2:10]1 |f:3.4|. Procedure: 0.25 mmol of 5′-Carbamoyl-2,3,5,6-tetrahydro-[1,2′]bipyrazinyl-4-carboxylic acid tert-butyl ester was stirred for 1 hour in 1 ml of dioxane saturated with gaseous HCl. Concentration of the reaction mixture led to the title compound, as a colorless solid. MS (m/e): 208.3 (MH+, 100%) Reactants: O (water), C1(=CC=C(C=C1)S(=O)(=O)[O-])C.[NH+]1=CC=CC=C1 (pyridinium p-toluenesulfonate), CN1C[C@H](C[C@@H]2C=3C=CC=C4NC(=C(C[C@@H]12)C34)C#CCOC3OCCCC3)NC(N(CC)CC)=O (3-[6-methyl-2-[3-(tetrahydropyran-2-yloxy)propynyl]-8α-ergolinyl]-1,1-diethylurea). Run in C(C)O (ethanol). Product: OC#CCC1=C2C[C@H]3N(C[C@H](C[C@@H]3C=3C=CC=C(N1)C32)NC(N(CC)CC)=O)C (3-[2-(1-hydroxypropyn-3-yl)-6-methyl-8α-ergolinyl]-1,1-diethylurea). Yield: 50.7%. As a reaction SMILES: [CH3:1][N:2]1[C@H:16]2[C@@H:6]([C:7]3[CH:8]=[CH:9][CH:10]=[C:11]4[C:17]=3[C:14]([CH2:15]2)=[C:13]([C:18]#[C:19][CH2:20][O:21]C2CCCCO2)[NH:12]4)[CH2:5][C@H:4]([NH:28][C:29](=[O:35])[N:30]([CH2:33][CH3:34])[CH2:31][CH3:32])[CH2:3]1.O.C1(C)C=CC(S([O-])(=O)=O)=CC=1.[NH+]1C=CC=CC=1>C(O)C>[OH:21][C:20]#[C:19][CH2:18][C:13]1[NH:12][C:11]2[C:17]3[C:14]=1[CH2:15][C@@H:16]1[C@@H:6]([C:7]=3[CH:8]=[CH:9][CH:10]=2)[CH2:5][C@H:4]([NH:28][C:29](=[O:35])[N:30]([CH2:31][CH3:32])[CH2:33][CH3:34])[CH2:3][N:2]1[CH3:1] |f:2.3|. Procedure: 213 mg (0.45 mmol) of 3-[6-methyl-2-[3-(tetrahydropyran-2-yloxy)propynyl]-8α-ergolinyl]-1,1-diethylurea is heated under reflux in 10 ml of ethanol with 2 ml of water and 176 mg (0.7 mmol) of pyridinium p-toluenesulfonate under argon for one hour. After evaporation and distribution in ethyl acetate and saturated bicarbonate solution, the organic phase is washed with saturated sodium chloride solution, dried over magnesium sulfate, filtered and concentrated. The residue is chromatographed over sil... Reaction SMILES: [CH3:23][CH2:24][OH:25].[CH:19]([O-:20])=[O:21].[F:1][c:2]1[c:3]([N+:16]([O-:17])=[O:18])[cH:4][c:5]2[cH:6][c:7]3[n:8]([c:9]2[cH:10]1)[CH2:11][CH2:12][C:13]3([CH3:14])[CH3:15].[NH4+:22]>>[F:1][c:2]1[c:3]([NH2:16])[cH:4][c:5]2[cH:6][c:7]3[n:8]([c:9]2[cH:10]1)[CH2:11][CH2:12][C:13]3([CH3:14])[CH3:15]. The reactants are CCO, O=C[O-], CC1(C)CCn2c1cc1cc([N+](=O)[O-])c(F)cc12, [NH4+]. The product is CC1(C)CCn2c1cc1cc(N)c(F)cc12. Reactants: C(C)(=O)O (acetic acid), Cl.[N+](=O)([O-])C1=CC=C(C=C1)CC(N)=N (2-(4-nitrophenyl)ethanimidamide hydrochloride), C(=O)C(C(=O)OCC)CC(=O)OCC (diethyl 2-formylsuccinate), C[O-].[Na+] (sodium methoxide). Solvent: O (water), CO (methanol). Reaction conditions: temperature 90 celsius, time 8 hour. Yields the product OC1=NC(=NC=C1CC(=O)OC)CC1=CC=C(C=C1)[N+](=O)[O-] (methyl [4-hydroxy-2-(4-nitrobenzyl)pyrimidin-5-yl]acetate). Yield: 63.4%. Reaction SMILES: Cl.[N+:2]([C:5]1[CH:10]=[CH:9][C:8]([CH2:11][C:12](=[NH:14])[NH2:13])=[CH:7][CH:6]=1)([O-:4])=[O:3].[CH:15]([CH:17]([CH2:23][C:24]([O:26][CH2:27]C)=[O:25])[C:18](OCC)=O)=[O:16].C[O-].[Na+].C(O)(=O)C>CO.O>[OH:16][C:15]1[C:17]([CH2:23][C:24]([O:26][CH3:27])=[O:25])=[CH:18][N:13]=[C:12]([CH2:11][C:8]2[CH:7]=[CH:6][C:5]([N+:2]([O-:4])=[O:3])=[CH:10][CH:9]=2)[N:14]=1 |f:0.1,3.4|. Procedure details: To a mixture of 2-(4-nitrophenyl)ethanimidamide hydrochloride (6.06 g, 28.12 mmol) and diethyl 2-formylsuccinate (6.54 g, 32.34 mmol) in methanol (100 mL) was added sodium methoxide (28% in methanol, 11.2 mL, 56.25 mmol) at room temperature, and the reaction mixture was stirred at 90° C. overnight. After the cooling to room temperature, the reaction was quenched with acetic acid (3.38 mL, 59.06 mmol) and water (100 mL) was added to. The resulting precipitates were collected by filtration and was... The reactants are COC(C(=CC1=C(C(=CC=C1)F)C1OCCCO1)NC(C)=O)=O (2-Acetylamino-3-(2-[1,3]dioxan-2-yl-3-fluoro-phenyl)-acrylic acid methyl ester), C1(=CC=C(C=C1)S(=O)(=O)[O-])C.[NH+]1=CC=CC=C1 (pyridinium para-toluene sulfonate). Run in CC(=O)C.O (acetone water). Yields the product COC(=O)C=1N=CC2=C(C=CC=C2C1)F (8-Fluoro-isoquinoline-3-carboxylic acid methyl ester). Isolated yield 75.8%. RXN SMILES: [CH3:1][O:2][C:3](=[O:23])[C:4]([NH:19][C:20](=O)C)=[CH:5][C:6]1[CH:11]=[CH:10][CH:9]=[C:8]([F:12])[C:7]=1C1OCCCO1.C1(C)C=CC(S([O-])(=O)=O)=CC=1.[NH+]1C=CC=CC=1>CC(C)=O.O>[CH3:1][O:2][C:3]([C:4]1[N:19]=[CH:20][C:7]2[C:6]([CH:5]=1)=[CH:11][CH:10]=[CH:9][C:8]=2[F:12])=[O:23] |f:1.2,3.4|. Reported procedure: 2-Acetylamino-3-(2-[1,3]dioxan-2-yl-3-fluoro-phenyl)-acrylic acid methyl ester (10.6 g, 32.8 mmol) and pyridinium para-toluene sulfonate (2.06 g, 8.2 mmol) are heated to reflux for 20 hours in an acetone/water (120 ml/15 ml) mixture. The solvents are removed by evaporation and the aqueous residue is extracted with ethylacetate. The organic layer is washed with brine and dried over MgSO4 and evaporated. The crude product is recrystallised from ethylacetate/ether to afford 5.1 g of the desired com... Starting materials: Cl (HCl), [Cl-].[Al+3].[Cl-].[Cl-] (aluminium chloride), C1(=CC(=CC(=C1)C)C)C (mesitylene), ClCCCCCCCC (1-chloroctane). Solvent: O (water). Yields the product C(CCCCCCC)C1=C(C=C(C=C1C)C)C (1-octyl-2,4,6-trimethylbenzene). Yield: 34.7%. Reaction SMILES: [Cl-].[Al+3].[Cl-].[Cl-].[C:5]1([CH3:13])[CH:10]=[C:9]([CH3:11])[CH:8]=[C:7]([CH3:12])[CH:6]=1.Cl[CH2:15][CH2:16][CH2:17][CH2:18][CH2:19][CH2:20][CH2:21][CH3:22].Cl>O>[CH2:15]([C:6]1[C:7]([CH3:12])=[CH:8][C:9]([CH3:11])=[CH:10][C:5]=1[CH3:13])[CH2:16][CH2:17][CH2:18][CH2:19][CH2:20][CH2:21][CH3:22] |f:0.1.2.3|. Reported procedure: A 750 ml flask is charged with 6.7 g (50 mmol) of anhydrous aluminium chloride and 120.2 g (1 mol) of mesitylene. 148.7 g (1 mol) of 1-chloroctane are added dropwise to this mixture over 2 h at room temperature. HCl gas slowly evolves. The dark orange emulsion is stirred for c. 30 h at room temperature and then poured into water and extracted with toluene. The organic phase is isolated and concentrated on a rotary evaporator. The resultant oil is fractionated under vacuum to give, at 88°-92° C. ... Starting materials: NC(C#N)(C1CC1)C1CC1 (α-amino-α-cyclopropyl-cyclopropaneacetonitrile), [H-].C(C(C)C)[Al+]CC(C)C (diisobutylaluminiumhydride). The product is C1(CC1)C(CN)(N)C1CC1 (1,1-Dicyclopropyl-ethane-1,2-diamine). Reaction SMILES: [NH2:1][C:2]([CH:8]1[CH2:10][CH2:9]1)([CH:5]1[CH2:7][CH2:6]1)[C:3]#[N:4].[H-].C([Al+]CC(C)C)C(C)C>>[CH:5]1([C:2]([CH:8]2[CH2:10][CH2:9]2)([NH2:1])[CH2:3][NH2:4])[CH2:7][CH2:6]1 |f:1.2|. Reported procedure: This material was obtained according to example 65, step A] α-amino-α-cyclopropyl-cyclopropaneacetonitrile (266 mg) by reduction with diisobutylaluminiumhydride (20% in toluene, 8.1 mL) as a colorless semisolid (106 mg) after purification by flash chromatography (ethyl acetate/MeOH/NH4OH 1:1:0.1). 1H-NMR (CDCl3): 2.66 (s, 2H); 1.70 (s, br, >4H, 4 NH and H2O), 0.71 (m, 2H), 0.40-0.21 (m, 8H).